Dataset: the Open Reaction Database (ORD), a public repository of structured organic reaction records. Task: describe an organic reaction: reactants, conditions, products, and yield Reactants: [Cl-].[Na+] (sodium chloride), [BH4-].[Na+] (sodium borohydride), C(C1=CC=CC=C1)(=O)C=1N=C(N(C1C#N)CC1=CC=C(C=C1)C1=C(C=CC=C1)C(=O)OC(C)(C)C)CCCC (4-benzoyl-1-[(2'-t-butoxycarbonylbiphenyl-4-yl)methyl]-2-butyl-5-cyanoimidazole), Cl (hydrochloric acid). Solvent: C(C)(=O)OCC (ethyl acetate), C(C)O (ethanol). Run at time 1 hour. Yields the product C(C)(C)(C)OC(=O)C1=C(C=CC=C1)C1=CC=C(C=C1)CN1C(=NC(=C1C#N)C(C1=CC=CC=C1)O)CCCC (1-[(2'-t-Butoxycarbonylbiphenyl-4-yl)methyl]-2-butyl-5-cyano-4-(α-hydroxybenzyl)imidazole). The yield is 84.9%. Reaction SMILES: [BH4-].[Na+].[C:3]([C:11]1[N:12]=[C:13]([CH2:38][CH2:39][CH2:40][CH3:41])[N:14]([CH2:18][C:19]2[CH:24]=[CH:23][C:22]([C:25]3[CH:30]=[CH:29][CH:28]=[CH:27][C:26]=3[C:31]([O:33][C:34]([CH3:37])([CH3:36])[CH3:35])=[O:32])=[CH:21][CH:20]=2)[C:15]=1[C:16]#[N:17])(=[O:10])[C:4]1[CH:9]=[CH:8][CH:7]=[CH:6][CH:5]=1.Cl.[Cl-].[Na+]>C(O)C.C(OCC)(=O)C>[C:34]([O:33][C:31]([C:26]1[CH:27]=[CH:28][CH:29]=[CH:30][C:25]=1[C:22]1[CH:23]=[CH:24][C:19]([CH2:18][N:14]2[C:15]([C:16]#[N:17])=[C:11]([CH:3]([OH:10])[C:4]3[CH:9]=[CH:8][CH:7]=[CH:6][CH:5]=3)[N:12]=[C:13]2[CH2:38][CH2:39][CH2:40][CH3:41])=[CH:20][CH:21]=1)=[O:32])([CH3:37])([CH3:36])[CH3:35] |f:0.1,4.5|. Procedure: 50.5 mg of sodium borohydride were added to a solution of 691 mg of 4-benzoyl-1-[(2'-t-butoxycarbonylbiphenyl-4-yl)methyl]-2-butyl-5-cyanoimidazole [prepared as described in step (a) above] in 10 ml of ethanol, and the resulting mixture was stirred at room temperature for 1 hour. The reaction mixture was then neutralized with aqueous hydrochloric acid, after which it was mixed with ethyl acetate and with a saturated aqueous solution of sodium chloride. The ethyl acetate layer was separated, drie...